Dataset: the Open Reaction Database (ORD), a public repository of structured organic reaction records. Task: describe an organic reaction: reactants, conditions, products, and yield Starting materials: C(C)(=O)C1=C(NC(CC2=CC=CC=C2)=O)C=CC=C1 (o-acetyl-N-(phenylacetyl)aniline), [OH-].[Na+] (sodium hydroxide), Cl (hydrochloric acid). Solvent: O (water), C(C)O (ethanol). Yields the product CC1=C(C(NC2=CC=CC=C12)=O)C1=CC=CC=C1 (4-methyl-3-phenylquinolin-2-one). As a reaction SMILES: [C:1]([C:4]1[CH:19]=[CH:18][CH:17]=[CH:16][C:5]=1[NH:6][C:7](=[O:15])[CH2:8][C:9]1[CH:14]=[CH:13][CH:12]=[CH:11][CH:10]=1)(=O)[CH3:2].[OH-].[Na+].Cl>O.C(O)C>[CH3:2][C:1]1[C:4]2[C:5](=[CH:16][CH:17]=[CH:18][CH:19]=2)[NH:6][C:7](=[O:15])[C:8]=1[C:9]1[CH:14]=[CH:13][CH:12]=[CH:11][CH:10]=1 |f:1.2|. Reported procedure: The aniline derivative (25 g.) was added to a solution of sodium hydroxide (1.5 g.) in water (150 ml.) and ethanol (50 ml.), and the mixture was heated under reflux for 5 hr. The resulting solution was cooled and acidified with concentrated hydrochloric acid to a pH of 2. The resulting mixture was filtered to give, as the solid residue, 4-methyl-3-phenylquinolin-2-one of m.p. 266°-8°. Using an analogous method to that described in Example 1 for the preparation of 4-methoxy-3-o-tolylquinolin-2-th... Reactants: C(C)(=O)OCBr (acetoxymethyl bromide), [Br-].[K+] (potassium bromide), C(N)(=O)OCC=1CS[C@H]2N(C1C(=O)O)C([C@H]2NC(\C(=N/OC)\C=2OC=CC2)=O)=O ((6R,7R)-3-carbamoyloxymethyl-7-[(Z)-2-(fur-2-yl)-2-methoxyiminoacetamido]ceph-3-em-4-carboxylic acid), C([O-])([O-])=O.[K+].[K+] (potassium carbonate), C1=CC=C2C(=C1)C(=O)C(C2=O)(O)O (ninhydrin), Cl (hydrochloric acid), cephalosporin. Solvent: CN(C=O)C (N,N-dimethylformamide), CN(C=O)C (N,N-dimethylformamide), CC(=O)C (acetone), C(C)(=O)OCC (ethyl acetate), C(Cl)(Cl)Cl (chloroform). Run at time 30 minute. Product: C(N)(=O)OCC=1CS[C@H]2N(C1C(=O)OCOC(C)=O)C([C@H]2NC(\C(=N/OC)\C=2OC=CC2)=O)=O (Acetoxymethyl (6R,7R)-3-carbamoyloxymethyl-7-[(Z)-2-(fur-2-yl)-2-methoxyiminoacetamido]ceph-3-em-4-carboxylate). Yield: 46.9%. As a reaction SMILES: [C:1]([O:4][CH2:5][C:6]1[CH2:7][S:8][C@@H:9]2[C@H:16]([NH:17][C:18](=[O:28])/[C:19](/[C:23]3[O:24][CH:25]=[CH:26][CH:27]=3)=[N:20]\[O:21][CH3:22])[C:15](=[O:29])[N:10]2[C:11]=1[C:12]([OH:14])=[O:13])(=[O:3])[NH2:2].C(=O)([O-])[O-].[K+].[K+].[C:36]([O:39][CH2:40]Br)(=[O:38])[CH3:37].[Br-].[K+].C1C=C2C(C(O)(O)C(=O)C2=CC=1)=O.Cl>CN(C)C=O.C(OCC)(=O)C.CC(C)=O.C(Cl)(Cl)Cl>[C:1]([O:4][CH2:5][C:6]1[CH2:7][S:8][C@@H:9]2[C@H:16]([NH:17][C:18](=[O:28])/[C:19](/[C:23]3[O:24][CH:25]=[CH:26][CH:27]=3)=[N:20]\[O:21][CH3:22])[C:15](=[O:29])[N:10]2[C:11]=1[C:12]([O:14][CH2:40][O:39][C:36](=[O:38])[CH3:37])=[O:13])(=[O:3])[NH2:2] |f:1.2.3,5.6|. Reported procedure: A solution (6R,7R)-3-carbamoyloxymethyl-7-[(Z)-2-(fur-2-yl)-2-methoxyiminoacetamido]ceph-3-em-4-carboxylic acid (12.00 g) in N,N-dimethylformamide (70 ml) was stirred for 10 minutes with potassium carbonate (1.95 g), during which time the mixture became darker and the solid almost completely dissolved. A solution of acetoxymethyl bromide (5.0 g) in N,N-dimethylformamide (15 ml) was then added, whereupon precipitation of potassium bromide occurred almost immediately. The reaction mixture was stir... The reactants are Brc1cccc(CN2CCN(c3ncccn3)CC2)c1, COCCOCCOC, Cl, OB(O)c1ccc(C(F)(F)F)cc1, [Na+], [OH-]. Yields the product Cl, FC(F)(F)c1ccc(-c2cccc(CN3CCN(c4ncccn4)CC3)c2)cc1. As a reaction SMILES: [Br:3][c:4]1[cH:5][c:6]([CH2:7][N:8]2[CH2:9][CH2:10][N:11]([c:14]3[n:15][cH:16][cH:17][cH:18][n:19]3)[CH2:12][CH2:13]2)[cH:20][cH:21][cH:22]1.[CH3:37][O:38][CH2:39][CH2:40][O:41][CH2:42][CH2:43][O:44][CH3:45].[ClH:36].[F:23][C:24]([c:25]1[cH:26][cH:27][c:28]([B:31]([OH:32])[OH:33])[cH:29][cH:30]1)([F:34])[F:35].[Na+:2].[OH-:1]>>[ClH:36].[c:4]1(-[c:28]2[cH:27][cH:26][c:25]([C:24]([F:23])([F:34])[F:35])[cH:30][cH:29]2)[cH:5][c:6]([CH2:7][N:8]2[CH2:9][CH2:10][N:11]([c:14]3[n:15][cH:16][cH:17][cH:18][n:19]3)[CH2:12][CH2:13]2)[cH:20][cH:21][cH:22]1.